Dataset: the Open Reaction Database (ORD), a public repository of structured organic reaction records. Task: describe an organic reaction: reactants, conditions, products, and yield Starting materials: N1C(=O)N=C(N)C=C1 (cytosine), CS(=O)(=O)O[C@H]1C(=C([C@H]2OC(O[C@H]21)(C)C)COC(C2=CC=CC=C2)(C2=CC=CC=C2)C2=CC=CC=C2)F ((3aR,4R,6aR)-5-fluoro-2,2-dimethyl-6-((trityloxy)methyl)-4,6a-dihydro-3aH-cyclopenta[d][1,3]dioxol-4-yl methanesulfonate). Product: [CH2-]C(=O)C (acetonide), NC1=NC(N(C=C1)[C@@H]1C(=C([C@H]([C@H]1O)O)CO)F)=O (4-amino-1-((1S,4R,5S)-2-fluoro-4,5-dihydroxy-3-(hydroxymethyl)-cyclopent-2-en-1-yl)-pyrimidin-2(1H)-one), FC=1[C@@H]([C@H]2[C@H](OC(O2)(C)C)C1COC(C1=CC=CC=C1)(C1=CC=CC=C1)C1=CC=CC=C1)O ((3aS,4R,6aR)-5-fluoro-2,2-dimethyl-6-((trityloxy)methyl)-4,6a-dihydro-3aH-cyclopenta[d][1,3]dioxol-4-ol). Reaction SMILES: CS([O:5][C@@H:6]1[C@H:13]2[C@H:9]([O:10][C:11]([CH3:15])([CH3:14])[O:12]2)[C:8]([CH2:16][O:17][C:18]([C:31]2[CH:36]=[CH:35][CH:34]=[CH:33][CH:32]=2)([C:25]2[CH:30]=[CH:29][CH:28]=[CH:27][CH:26]=2)[C:19]2[CH:24]=[CH:23][CH:22]=[CH:21][CH:20]=2)=[C:7]1[F:37])(=O)=O.[NH:38]1[CH:45]=[CH:44][C:42]([NH2:43])=[N:41][C:39]1=[O:40]>>[CH2-:7][C:6]([CH3:13])=[O:5].[NH2:43][C:42]1[CH:44]=[CH:45][N:38]([C@H:6]2[C@H:13]([OH:12])[C@H:9]([OH:10])[C:8]([CH2:16][OH:17])=[C:7]2[F:37])[C:39](=[O:40])[N:41]=1.[F:37][C:7]1[C@H:6]([OH:5])[C@@H:13]2[O:12][C:11]([CH3:15])([CH3:14])[O:10][C@@H:9]2[C:8]=1[CH2:16][O:17][C:18]([C:25]1[CH:26]=[CH:27][CH:28]=[CH:29][CH:30]=1)([C:19]1[CH:20]=[CH:21][CH:22]=[CH:23][CH:24]=1)[C:31]1[CH:36]=[CH:35][CH:34]=[CH:33][CH:32]=1. Procedure: A reaction using the mesylate 11 and displacement with cytosine under KOtBu/DMSO conditions gave complete conversion, approximately 90% in favour of the desired N1-alkylated product, with the remainder being the O-alkylated product. The two were readily separated by chromatography. After subsequent trityl and acetonide deprotection, compound 13 was afforded with chemical purity of 98.34% area in 50% yield from alcohol 10. Starting materials: C(C)N(C1=CC(=C(C=C1)NC(=O)C=1C=C(C(=O)OC(C)(C)C)C=CC1)C1=NC=CC(=C1)C(NCC1=CC(=CC=C1)C(F)(F)F)=O)CC (tert-butyl 3-((4-(diethylamino)-2-(4-((3-(trifluoromethyl)benzyl)carbamoyl)pyridin-2-yl)phenyl)carbamoyl)benzoate), Cl (HCl). Run in O1CCOCC1 (dioxane). Conditions: time 3 hour. The product is C(C)N(C1=CC(=C(C=C1)NC(=O)C=1C=C(C(=O)O)C=CC1)C1=NC=CC(=C1)C(NCC1=CC(=CC=C1)C(F)(F)F)=O)CC (3-((4-(diethylamino)-2-(4-((3-(trifluoromethyl)benzyl)carbamoyl)pyridin-2-yl)phenyl)carbamoyl)benzoic acid). As a reaction SMILES: [CH2:1]([N:3]([CH2:46][CH3:47])[C:4]1[CH:9]=[CH:8][C:7]([NH:10][C:11]([C:13]2[CH:14]=[C:15]([CH:23]=[CH:24][CH:25]=2)[C:16]([O:18]C(C)(C)C)=[O:17])=[O:12])=[C:6]([C:26]2[CH:31]=[C:30]([C:32](=[O:45])[NH:33][CH2:34][C:35]3[CH:40]=[CH:39][CH:38]=[C:37]([C:41]([F:44])([F:43])[F:42])[CH:36]=3)[CH:29]=[CH:28][N:27]=2)[CH:5]=1)[CH3:2].Cl>O1CCOCC1>[CH2:46]([N:3]([CH2:1][CH3:2])[C:4]1[CH:9]=[CH:8][C:7]([NH:10][C:11]([C:13]2[CH:14]=[C:15]([CH:23]=[CH:24][CH:25]=2)[C:16]([OH:18])=[O:17])=[O:12])=[C:6]([C:26]2[CH:31]=[C:30]([C:32](=[O:45])[NH:33][CH2:34][C:35]3[CH:40]=[CH:39][CH:38]=[C:37]([C:41]([F:42])([F:43])[F:44])[CH:36]=3)[CH:29]=[CH:28][N:27]=2)[CH:5]=1)[CH3:47]. Procedure details: To tert-butyl 3-((4-(diethylamino)-2-(4-((3-(trifluoromethyl)benzyl)carbamoyl)pyridin-2-yl)phenyl)carbamoyl)benzoate was added 4M HCl in dioxane (25 mL). The mixture was stirred at room temperature for 3 hours, concentrated to give a light yellow solid which was used without further purification. Starting materials: [OH-].[Na+] (NaOH), OC1=C(C(NC=2CCN(CCC21)C(=O)OC(C)(C)C)=O)C(=O)OCC (7-tert-butyl 3-ethyl 4-hydroxy-2-oxo-1,2,5,6,8,9-hexahydro-7H-pyrido[2,3-d]azepine-3,7-dicarboxylate). Yields the product OC1=CC(NC=2CCN(CCC21)C(=O)OC(C)(C)C)=O (tert-butyl 4-hydroxy-2-oxo-1,2,5,6,8,9-hexahydro-7H-pyrido[2,3-d]azepine-7-carboxylate). Isolated yield 100.0%. As a reaction SMILES: [OH-].[Na+].[OH:3][C:4]1[C:14]2[CH2:13][CH2:12][N:11]([C:15]([O:17][C:18]([CH3:21])([CH3:20])[CH3:19])=[O:16])[CH2:10][CH2:9][C:8]=2[NH:7][C:6](=[O:22])[C:5]=1C(OCC)=O>>[OH:3][C:4]1[C:14]2[CH2:13][CH2:12][N:11]([C:15]([O:17][C:18]([CH3:20])([CH3:19])[CH3:21])=[O:16])[CH2:10][CH2:9][C:8]=2[NH:7][C:6](=[O:22])[CH:5]=1 |f:0.1|. Procedure: Ethyl diazoacetate (66.72 mmol, 6.93 ml) and BF3Et2O (56.45 mmol, 7.09 ml) were simultaneously, but independently added during several minutes to a stirred solution of tbutyl 4-oxopiperidine-1-carboxylate (51.32 mmol, 10.21 g) in anhydrous diethyl ether (50 ml) at −10° C. The mixture was stirred for an additional 3 hours while being allowed to warm to room temperature. Aqueous K2CO3 was added dropwise to the stirred mixture until gaseous evolution ceased. The reaction mixture was parted between ... Reactants: CC1OC2(OC1C)C=C(C(C(C2)(C(F)(F)F)C)(O)\C=C\[Sn](CCCC)(CCCC)CCCC)C (2,3,7,9-tetramethyl-8-[(E)-2-(tributylstannyl)vinyl]-9-(trifluoromethyl)-1,4-dioxaspiro[4.5]dec-6-en-8-ol), C1(CC1)/C(=C/C(=O)OCC)/I (ethyl (2Z)-3-cyclopropyl-3-iodoacrylate), [F-].[K+] (potassium fluoride). The reagents and catalysts are CC#N.CC#N.Cl[Pd]Cl (dichlorobis(acetonitrile)palladium(II)). Run in O1CCCC1 (tetrahydrofuran). Conditions: time 3 hour. The product is C1(CC1)/C(=C/C(=O)OCC)/C=C/C1(C(=CC2(OC(C(O2)C)C)CC1(C(F)(F)F)C)C)O (ethyl (2Z,4E)-3-cyclopropyl-5-[8-hydroxy-2,3,7,9-tetramethyl-9-(trifluoromethyl)-1,4-dioxaspiro[4.5]dec-6-en-8-yl]penta-2,4-dienoate). The yield is 36.0%. As a reaction SMILES: [CH3:1][CH:2]1[CH:6]([CH3:7])[O:5][C:4]2([CH2:12][C:11]([CH3:17])([C:13]([F:16])([F:15])[F:14])[C:10](/[CH:19]=[CH:20]/[Sn](CCCC)(CCCC)CCCC)([OH:18])[C:9]([CH3:34])=[CH:8]2)[O:3]1.[CH:35]1(/[C:38](/I)=[CH:39]/[C:40]([O:42][CH2:43][CH3:44])=[O:41])[CH2:37][CH2:36]1.[F-].[K+]>CC#N.CC#N.Cl[Pd]Cl.O1CCCC1>[CH:35]1(/[C:38](/[CH:20]=[CH:19]/[C:10]2([OH:18])[C:11]([CH3:17])([C:13]([F:16])([F:14])[F:15])[CH2:12][C:4]3([O:5][CH:6]([CH3:7])[CH:2]([CH3:1])[O:3]3)[CH:8]=[C:9]2[CH3:34])=[CH:39]/[C:40]([O:42][CH2:43][CH3:44])=[O:41])[CH2:37][CH2:36]1 |f:2.3,4.5.6|. Procedure details: Under argon, 2,3,7,9-tetramethyl-8-[(E)-2-(tributylstannyl)vinyl]-9-(trifluoromethyl)-1,4-dioxaspiro[4.5]dec-6-en-8-ol (150 mg, 0.25 mmol) and ethyl (2Z)-3-cyclopropyl-3-iodoacrylate (67 mg, 0.25 mmol) in a round-bottom flask that had been dried by heating were dissolved in abs. tetrahydrofuran (4 ml), dichlorobis(acetonitrile)palladium(II) (3 mg, 0.01 mmol) was added and the mixture was stirred at room temperature for 3 h. After the addition of potassium fluoride solution, the reaction mixture ... Starting materials: CC(C)(C)C(=O)Cl, CN(C)c1ccncc1, ClCCl, CCc1ccc(Cc2cc3c(cc2Cl)COC32OC(CN)C(O)C(O)C2O)cc1, c1ccncc1. Yields the product CCc1ccc(Cc2cc3c(cc2Cl)COC32OC(CNC(=O)C(C)(C)C)C(O)C(O)C2O)cc1. Reaction SMILES: [C:36]([C:37]([CH3:38])([CH3:39])[CH3:40])(=[O:41])[Cl:42].[CH3:46][N:47]([CH3:48])[c:49]1[cH:50][cH:51][n:52][cH:53][cH:54]1.[Cl:43][CH2:44][Cl:45].[NH2:1][CH2:2][CH:3]1[CH:4]([OH:29])[CH:5]([OH:28])[CH:6]([OH:27])[C:7]2([O:8][CH2:9][c:10]3[cH:11][c:12]([Cl:25])[c:13]([CH2:16][c:17]4[cH:18][cH:19][c:20]([CH2:23][CH3:24])[cH:21][cH:22]4)[cH:14][c:15]32)[O:26]1.[cH:30]1[cH:31][cH:32][n:33][cH:34][cH:35]1>>[NH:1]([CH2:2][CH:3]1[CH:4]([OH:29])[CH:5]([OH:28])[CH:6]([OH:27])[C:7]2([O:8][CH2:9][c:10]3[cH:11][c:12]([Cl:25])[c:13]([CH2:16][c:17]4[cH:18][cH:19][c:20]([CH2:23][CH3:24])[cH:21][cH:22]4)[cH:14][c:15]32)[O:26]1)[C:36]([C:37]([CH3:38])([CH3:39])[CH3:40])=[O:41]. Starting materials: NCC=1C=C(C(=CC1)C1=CC=CC=C1)O (4-Aminomethyl-biphenyl-2-ol), IC=1C=C2C(C(NC(C2=CC1)=O)=O)=COC (6-iodo-4-methoxymethylene-4H-isoquinoline-1,3-dione). The solvent is CN(C=O)C (N,N-dimethylformamide). Yields the product OC1=C(C=CC(=C1)CNC=C1C(NC(C2=CC=C(C=C12)I)=O)=O)C1=CC=CC=C1 (4-{[(2-Hydroxy-biphenyl-4-ylmethyl)-amino]-methylene}-6-iodo-4H-isoquinoline-1,3-dione). The yield is 89.5%. As a reaction SMILES: [NH2:1][CH2:2][C:3]1[CH:4]=[C:5]([OH:15])[C:6]([C:9]2[CH:14]=[CH:13][CH:12]=[CH:11][CH:10]=2)=[CH:7][CH:8]=1.[I:16][C:17]1[CH:18]=[C:19]2[C:24](=[CH:25][CH:26]=1)[C:23](=[O:27])[NH:22][C:21](=[O:28])[C:20]2=[CH:29]OC>CN(C)C=O>[OH:15][C:5]1[CH:4]=[C:3]([CH2:2][NH:1][CH:29]=[C:20]2[C:19]3[C:24](=[CH:25][CH:26]=[C:17]([I:16])[CH:18]=3)[C:23](=[O:27])[NH:22][C:21]2=[O:28])[CH:8]=[CH:7][C:6]=1[C:9]1[CH:14]=[CH:13][CH:12]=[CH:11][CH:10]=1. Procedure details: 4-Aminomethyl-biphenyl-2-ol (80 mg, 0.4 mmol) and 6-iodo-4-methoxymethylene-4H-isoquinoline-1,3-dione (110 mg, 0.34 mmol) is stirred in N,N-dimethylformamide (5 mL). After which N,N-dimethylformamide is removed under vacuum and the residue is triturated with MeOH. The precipitate thus formed is collected and washed with MeOH and dried to provide the title compound (151 mg, 89%). MS (ESI): 495.1 (M−1)−1. The reactants are [Al+3], CCOCCOc1ccc(-c2cc(C(=O)OC)ccc2OCc2ccccc2)cc1, [H-], [H-], [H-], [H-], [Li+], [Na+], [Na+], C1CCOC1, O, O, O, O, O, O, O, O, O, O, O=S(=O)([O-])[O-]. Product: CCOCCOc1ccc(-c2cc(CO)ccc2OCc2ccccc2)cc1. As a reaction SMILES: [Al+3:32].[CH2:1]([c:2]1[cH:3][cH:4][cH:5][cH:6][cH:7]1)[O:8][c:9]1[cH:10][cH:11][c:12]([C:27](=[O:28])[O:29][CH3:30])[cH:13][c:14]1-[c:15]1[cH:16][cH:17][c:18]([O:21][CH2:22][CH2:23][O:24][CH2:25][CH3:26])[cH:19][cH:20]1.[H-:31].[H-:34].[H-:35].[H-:36].[Li+:33].[Na+:52].[Na+:53].[O:54]1[CH2:55][CH2:56][CH2:57][CH2:58]1.[OH2:37].[OH2:38].[OH2:39].[OH2:40].[OH2:41].[OH2:42].[OH2:43].[OH2:44].[OH2:45].[OH2:46].[S:47]([O-:48])([O-:49])(=[O:50])=[O:51]>>[CH2:1]([c:2]1[cH:3][cH:4][cH:5][cH:6][cH:7]1)[O:8][c:9]1[cH:10][cH:11][c:12]([CH2:27][OH:28])[cH:13][c:14]1-[c:15]1[cH:16][cH:17][c:18]([O:21][CH2:22][CH2:23][O:24][CH2:25][CH3:26])[cH:19][cH:20]1.